From a dataset of the Open Reaction Database (ORD), a public repository of structured organic reaction records. describe an organic reaction: reactants, conditions, products, and yield Reactants: CC(=O)[O-], CC(=O)O, C[N+](=O)[O-], [NH4+], O=Cc1ccc(CNc2ccccc2)cc1. Product: O=[N+]([O-])C=Cc1ccc(CNc2ccccc2)cc1. RXN SMILES: [CH3:22][C:23](=[O:24])[O-:25].[CH3:26][C:27](=[O:28])[OH:29].[N+:17](=[O:18])([O-:19])[CH3:20].[NH4+:21].[c:1]1([NH:7][CH2:8][c:9]2[cH:10][cH:11][c:12]([CH:13]=[O:14])[cH:15][cH:16]2)[cH:2][cH:3][cH:4][cH:5][cH:6]1>>[c:1]1([NH:7][CH2:8][c:9]2[cH:10][cH:11][c:12]([CH:13]=[CH:20][N+:17](=[O:18])[O-:19])[cH:15][cH:16]2)[cH:2][cH:3][cH:4][cH:5][cH:6]1. The reactants are Cc1c(N(Cc2ccccc2)Cc2ccccc2)cccc1[N+](=O)[O-], CC(=O)O, [Zn]. Yields the product Cc1c(N)cccc1N(Cc1ccccc1)Cc1ccccc1. Reaction SMILES: [CH2:1]([c:2]1[cH:3][cH:4][cH:5][cH:6][cH:7]1)[N:8]([c:9]1[c:10]([CH3:18])[c:11]([N+:15]([O-:16])=[O:17])[cH:12][cH:13][cH:14]1)[CH2:19][c:20]1[cH:21][cH:22][cH:23][cH:24][cH:25]1.[CH3:26][C:27](=[O:28])[OH:29].[Zn:30]>>[CH2:1]([c:2]1[cH:3][cH:4][cH:5][cH:6][cH:7]1)[N:8]([c:9]1[c:10]([CH3:18])[c:11]([NH2:15])[cH:12][cH:13][cH:14]1)[CH2:19][c:20]1[cH:21][cH:22][cH:23][cH:24][cH:25]1. The product is COc1cccc(CC(=O)C2CC2)c1. Reactants: CN(C)C(=O)C1CC1, CCOCC, COc1cccc(CCl)c1, I, [Mg], C1CCOC1. Reaction SMILES: [CH3:13][N:14]([C:15](=[O:16])[CH:17]1[CH2:18][CH2:19]1)[CH3:20].[CH3:26][CH2:27][O:28][CH2:29][CH3:30].[CH3:3][O:4][c:5]1[cH:6][c:7]([CH2:8][Cl:9])[cH:10][cH:11][cH:12]1.[I:2].[Mg:1].[O:21]1[CH2:22][CH2:23][CH2:24][CH2:25]1>>[CH3:3][O:4][c:5]1[cH:6][c:7]([CH2:8][C:15](=[O:16])[CH:17]2[CH2:18][CH2:19]2)[cH:10][cH:11][cH:12]1. Starting materials: COC(=O)C=1C=CC(=C2C1C=CO2)N (7-amino-benzofuran-4-carboxylic acid methyl ester), N1=CC=CC=C1 (pyridine), CS(=O)(=O)Cl (methanesulfonyl chloride). The solvent is ClCCl (dichloromethane). Run at time 72 hour. The product is COC(=O)C=1C=CC(=C2C1C=C(O2)N)S(=O)(=O)C (7-methanesulfonyl-amino-benzofuran-4-carboxylic acid methyl ester). Isolated yield 89.4%. As a reaction SMILES: [CH3:1][O:2][C:3]([C:5]1[CH:6]=[CH:7][C:8](N)=[C:9]2[O:13][CH:12]=[CH:11][C:10]=12)=[O:4].[N:15]1C=CC=CC=1.[CH3:21][S:22](Cl)(=[O:24])=[O:23]>ClCCl>[CH3:1][O:2][C:3]([C:5]1[CH:6]=[CH:7][C:8]([S:22]([CH3:21])(=[O:24])=[O:23])=[C:9]2[O:13][C:12]([NH2:15])=[CH:11][C:10]=12)=[O:4]. Procedure details: To a solution of 7-amino-benzofuran-4-carboxylic acid methyl ester (6.14 g, 32.1 mmol) and pyridine (13.69 g, 173 mmole) in dichloromethane (100 mL) was added methanesulfonyl chloride (2.8 mL, 36.2 mmol). The reaction mixture was stirred at room temperature under nitrogen for 72 hours. The solvent was removed under reduced pressure and the residue partitioned between dichloromethane and 1 N hydrochloric acid. The organic extract was dried (anhydrous sodium sulfate) and concentrated. The residue ...